This data is from the Open Reaction Database (ORD), a public repository of structured organic reaction records. The task is: describe an organic reaction: reactants, conditions, products, and yield Conditions: temperature 25 celsius, time 16 hour. Isolated yield 99.0%. The product is O=C(C1=CC(=CC(Cl)=C1Cl)B2OC(C)(C)C(O2)(C)C)N(CCCCCC)CCCCCC. The solvent is C=1C=C(C=CC1C)C. Reagents/catalysts: O1B(OC(C)(C)C1(C)C)B2OC(C)(C)C(O2)(C)C, O=C(NC=1C=CC=CC1C=2C=NC(=CC2)C3=NC=CC=C3)NC4CCCCC4, C[OH2+].C[OH2+].C1CC=CCCC=C1.C1CC=CCCC=C1.[Ir].[Ir]. The reactants are O=C(C=1C=CC=C(Cl)C1Cl)N(CCCCCC)CCCCCC.